This data is from the Open Reaction Database (ORD), a public repository of structured organic reaction records. The task is: describe an organic reaction: reactants, conditions, products, and yield Reactants: C(C)OC1=C(C(=O)O)C=C(C=N1)S(=O)(=O)N1CCN(CC1)CC (2-Ethoxy-5-(4-ethyl-1-piperazinylsulfonyl)nicotinic acid), NC=1C(=NN(C1CC)CC1=NC=CC=C1)C(=O)N (4-amino-5-ethyl-1-(2-pyridylmethyl)-1H-pyrazole-3-carboxamide), C(=O)(N1C=NC=C1)N1C=NC=C1 (carbonyldiimidazole), [N-]1C=NC=C1 (imidazolide). Run in C(C)(=O)OCC (ethyl acetate). Reaction conditions: time 0.5 hour. Yields the product C(N)(=O)C1=NN(C(=C1NC(C1=C(N=CC(=C1)S(=O)(=O)N1CCN(CC1)CC)OCC)=O)CC)CC1=NC=CC=C1 (N-[3-carbamoyl-5-ethyl-1-(2-Pyridylmethyl)-1H-pyrazol-4-yl]-2-ethoxy-5-(4-ethyl-1-piperazinylsulfonyl)nicotinamide). The yield is 90.7%. RXN SMILES: [CH2:1]([O:3][C:4]1[N:12]=[CH:11][C:10]([S:13]([N:16]2[CH2:21][CH2:20][N:19]([CH2:22][CH3:23])[CH2:18][CH2:17]2)(=[O:15])=[O:14])=[CH:9][C:5]=1[C:6](O)=[O:7])[CH3:2].C(N1C=CN=C1)(N1C=CN=C1)=O.[N-]1C=CN=C1.[NH2:41][C:42]1[C:43]([C:56]([NH2:58])=[O:57])=[N:44][N:45]([CH2:49][C:50]2[CH:55]=[CH:54][CH:53]=[CH:52][N:51]=2)[C:46]=1[CH2:47][CH3:48]>C(OCC)(=O)C>[C:56]([C:43]1[C:42]([NH:41][C:6](=[O:7])[C:5]2[CH:9]=[C:10]([S:13]([N:16]3[CH2:21][CH2:20][N:19]([CH2:22][CH3:23])[CH2:18][CH2:17]3)(=[O:14])=[O:15])[CH:11]=[N:12][C:4]=2[O:3][CH2:1][CH3:2])=[C:46]([CH2:47][CH3:48])[N:45]([CH2:49][C:50]2[CH:55]=[CH:54][CH:53]=[CH:52][N:51]=2)[N:44]=1)(=[O:57])[NH2:58]. Procedure: 2-Ethoxy-5-(4-ethyl-1-piperazinylsulfonyl)nicotinic acid (0.875 Kg, 2.55 mol) was charged followed by ethyl acetate (7L, 8 ml/g) to the reaction vessel and 2 ml/g was distilled off at atmospheric pressure to ensure the reaction system was dry. The slurry was cooled to room temperature under a nitrogen atmosphere and carbonyldiimidazole (0.43 Kg, 2.65 mol) added in one portion. The slurry was heated to 35° C. and held for half an hour. The reaction was further heated to 45-50° C. and held for a f... The reagents and catalysts are [Pd] (Pd). The solvent is C(C)(=O)OCC (Ethyl acetate). Conditions: time 12 hour. Yields the product C(C)N1N=C(N=C1CCC1=NC2=CC=CC=C2N=C1C)N1CCCC1 (2-[2-(2-Ethyl-5-pyrrolidin-1-yl-2H-[1,2,4]triazol-3-yl)-ethyl]-3-methyl-quinoxaline). Reported procedure: 2-(2-(1-ethyl-3-(pyrrolidin-1-yl)-1H-1,2,4-triazol-5-yl)vinyl)-3-methylquinoxaline (10 mg, 29.9 μmol, Eq: 1.00) was stirred in Ethyl acetate (6 ml) using 5% Pd on Ba2SO4 (3 mg, 30.8 μmol, Eq: 1.00) as catalyst in a hydrogen atmosphere. The mixture was stirred at room temperature for totally 12 h. TLC showed nearly complete conversion. The crude material was applied on silica gel an purified by column chromatography using ethyl acetate/methanol (0-5% methanol) as eluent to give 2-[2-(2-Ethyl-5-py... The reactants are [H][H] (hydrogen), C(C)N1N=C(N=C1C=CC1=NC2=CC=CC=C2N=C1C)N1CCCC1 (2-(2-(1-ethyl-3-(pyrrolidin-1-yl)-1H-1,2,4-triazol-5-yl)vinyl)-3-methylquinoxaline), crude material. Reaction SMILES: [CH2:1]([N:3]1[C:7]([CH:8]=[CH:9][C:10]2[C:19]([CH3:20])=[N:18][C:17]3[C:12](=[CH:13][CH:14]=[CH:15][CH:16]=3)[N:11]=2)=[N:6][C:5]([N:21]2[CH2:25][CH2:24][CH2:23][CH2:22]2)=[N:4]1)[CH3:2].[H][H]>C(OCC)(=O)C.[Pd]>[CH2:1]([N:3]1[C:7]([CH2:8][CH2:9][C:10]2[C:19]([CH3:20])=[N:18][C:17]3[C:12](=[CH:13][CH:14]=[CH:15][CH:16]=3)[N:11]=2)=[N:6][C:5]([N:21]2[CH2:22][CH2:23][CH2:24][CH2:25]2)=[N:4]1)[CH3:2]. Yield: 31.8%.